describe an organic reaction: reactants, conditions, products, and yield From a dataset of the Open Reaction Database (ORD), a public repository of structured organic reaction records. RXN SMILES: [Cl:1][C:2]1[C:8]([O:9][CH2:10][C:11]([O:13][CH2:14][CH2:15][CH2:16][CH2:17][CH3:18])=[O:12])=[CH:7][C:5]([NH2:6])=[C:4]([F:19])[CH:3]=1.[C:20]1(=O)[O:25][C:23](=[O:24])[C:22]2[CH2:26][CH2:27][CH2:28][CH2:29][C:21]1=2>C1(C)C=CC=CC=1>[Cl:1][C:2]1[C:8]([O:9][CH2:10][C:11]([O:13][CH2:14][CH2:15][CH2:16][CH2:17][CH3:18])=[O:12])=[CH:7][C:5]([N:6]2[C:23](=[O:24])[C:22]3[CH2:26][CH2:27][CH2:28][CH2:29][C:21]=3[C:20]2=[O:25])=[C:4]([F:19])[CH:3]=1. Run in C1(=CC=CC=C1)C (toluene). Product: ClC1=CC(=C(C=C1OCC(=O)OCCCCC)N1C(C2=C(C1=O)CCCC2)=O)F (N-[4-chloro-2-fluoro-5-(pentyloxycarbonylmethyloxy)phenyl]-3,4,5,6-tetrahydrophthalimide). Starting materials: ClC1=CC(=C(N)C=C1OCC(=O)OCCCCC)F (4-chloro-2-fluoro-5-(pentyloxycarbonylmethyloxy)aniline), C1(C2=C(C(=O)O1)CCCC2)=O (3,4,5,6-tetrahydrophthalic anhydride), ClC1=CC(=C(N)C=C1OCC(=O)OCCCCC)F (4-chloro-2-fluoro-5-(pentyloxycarbonylmethyloxy)aniline). Procedure details: A mixture of the compound (II) (12.0 g), 3,4,5,6-tetrahydrophthalic anhydride (7.56 g) and toluene (50 g) was heated under reflux for 12 hours. Analysis by high speed liquid chromatography revealed the presence of 20% of the compound (II) as unreacted. The reaction mixture was concentrated under reduced pressure, and the residue was purified by silica gel column chromatography to give the compound (I) (10.9 g). Isolated yield 62.1%. Starting materials: ClCCl, CS(=O)(=O)c1ccc(C(=O)O)cc1, CN(C)C=O, CCN(C(C)C)C(C)C, O=C(Cl)C(=O)Cl, Cc1cc(C)n(CC(=O)N2CCN(c3ncc(Cl)cc3N)CC2)n1. The product is Cc1cc(C)n(CC(=O)N2CCN(c3ncc(Cl)cc3NC(=O)c3ccc(S(C)(=O)=O)cc3)CC2)n1. RXN SMILES: [CH2:53]([Cl:54])[Cl:55].[CH3:1][S:2](=[O:3])(=[O:4])[c:5]1[cH:6][cH:7][c:8]([C:9](=[O:10])[OH:11])[cH:12][cH:13]1.[CH3:56][N:57]([CH3:58])[CH:59]=[O:60].[CH:44]([N:45]([CH2:46][CH3:47])[CH:48]([CH3:49])[CH3:50])([CH3:51])[CH3:52].[Cl:14][C:15]([C:16]([Cl:17])=[O:18])=[O:19].[NH2:20][c:21]1[c:22]([N:28]2[CH2:29][CH2:30][N:31]([C:34]([CH2:35][n:36]3[n:37][c:38]([CH3:42])[cH:39][c:40]3[CH3:41])=[O:43])[CH2:32][CH2:33]2)[n:23][cH:24][c:25]([Cl:27])[cH:26]1>>[CH3:1][S:2](=[O:3])(=[O:4])[c:5]1[cH:6][cH:7][c:8]([C:9](=[O:11])[NH:20][c:21]2[c:22]([N:28]3[CH2:29][CH2:30][N:31]([C:34]([CH2:35][n:36]4[n:37][c:38]([CH3:42])[cH:39][c:40]4[CH3:41])=[O:43])[CH2:32][CH2:33]3)[n:23][cH:24][c:25]([Cl:27])[cH:26]2)[cH:12][cH:13]1. Reactants: ClC=1C=C(C=C(C1)Cl)C1(CC(=NO1)C1=CC=C(C2=CC=CC=C12)C(=O)O)C(F)(F)F (4-[5-(3,5-dichlorophenyl)-4,5-dihydro-5-(trifluoromethyl)-3-isoxazolyl]-1-naphthalenecarboxylic acid), ClC=1C=C(C=C(C1)Cl)C1(CC(=NO1)C1=CC=C(C2=CC=CC=C12)C(=O)OC)C(F)(F)F (methyl 4-[5-(3,5-dichlorophenyl)-4,5-dihydro-5-(trifluoromethyl)-3-isoxazolyl]-1-naphthalenecarboxylate), CCCP(=O)=O (propylphosphonic anhydride), FC(CN)(F)F (2,2,2-trifluoroethylamine). The reagents and catalysts are CN(C1=CC=NC=C1)C (4-(dimethylamino)pyridine). The solvent is ClCCl (dichloromethane). Reaction conditions: time 8 hour. Yields the product ClC=1C=C(C=C(C1)Cl)C1(CC(=NO1)C1=CC=C(C2=CC=CC=C12)C(=O)NCC(F)(F)F)C(F)(F)F (4-[5-(3,5-dichlorophenyl)-4,5-dihydro-5-(trifluoromethyl)-3-isoxazolyl]-N-(2,2,2-trifluoroethyl)-1-naphthalenecarboxamide). Reaction SMILES: [Cl:1][C:2]1[CH:3]=[C:4]([C:9]2([C:27]([F:30])([F:29])[F:28])[O:13][N:12]=[C:11]([C:14]3[C:23]4[C:18](=[CH:19][CH:20]=[CH:21][CH:22]=4)[C:17]([C:24](O)=[O:25])=[CH:16][CH:15]=3)[CH2:10]2)[CH:5]=[C:6]([Cl:8])[CH:7]=1.ClC1C=C(C2(C(F)(F)F)ON=C(C3C4C(=CC=CC=4)C(C(OC)=O)=CC=3)C2)C=C(Cl)C=1.CCCP(=O)=O.[F:68][C:69]([F:73])([F:72])[CH2:70][NH2:71]>CN(C)C1C=CN=CC=1.ClCCl>[Cl:8][C:6]1[CH:5]=[C:4]([C:9]2([C:27]([F:28])([F:30])[F:29])[O:13][N:12]=[C:11]([C:14]3[C:23]4[C:18](=[CH:19][CH:20]=[CH:21][CH:22]=4)[C:17]([C:24]([NH:71][CH2:70][C:69]([F:73])([F:72])[F:68])=[O:25])=[CH:16][CH:15]=3)[CH2:10]2)[CH:3]=[C:2]([Cl:1])[CH:7]=1. Procedure details: A mixture of 4-[5-(3,5-dichlorophenyl)-4,5-dihydro-5-(trifluoromethyl)-3-isoxazolyl]-1-naphthalenecarboxylic acid (i.e. the product from Step C) (190 mg, 0.42 mmol), 4-(dimethylamino)pyridine (77 mg, 0.63 mmol), propylphosphonic anhydride (0.38 mL, 0.63 mmol, 50% in ethyl acetate) and 2,2,2-trifluoroethylamine (0.033 mL, 0.42 mL) in dichloromethane (5 mL) was stirred at room temperature overnight. The reaction mixture was concentrated, and the residue was purified by column chromatography on sil... The reactants are C(C)(=O)OC1=CC=C(C=C1)C1=CC=C(C=C1)C(C)=O (4-acetoxy-4'-acetylbiphenyl), C(C)(=O)O (acetic acid). Reagents/catalysts: C(C)(=O)[O-].[Co+2].C(C)(=O)[O-] (cobalt(II) acetate), C(C)(=O)[O-].[Mn+2].C(C)(=O)[O-] (manganese(II) acetate). Reaction conditions: time 4 hour. The product is C(C)(=O)OC1=CC=C(C=C1)C1=CC=C(C=C1)C(=O)O (4-acetoxybiphenyl-4'-carboxylic acid). The yield is 51.0%. RXN SMILES: [C:1]([O:4][C:5]1[CH:10]=[CH:9][C:8]([C:11]2[CH:16]=[CH:15][C:14]([C:17](=[O:19])C)=[CH:13][CH:12]=2)=[CH:7][CH:6]=1)(=[O:3])[CH3:2].C(O)(=[O:22])C>C([O-])(=O)C.[Co+2].C([O-])(=O)C.C([O-])(=O)C.[Mn+2].C([O-])(=O)C>[C:1]([O:4][C:5]1[CH:6]=[CH:7][C:8]([C:11]2[CH:12]=[CH:13][C:14]([C:17]([OH:19])=[O:22])=[CH:15][CH:16]=2)=[CH:9][CH:10]=1)(=[O:3])[CH3:2] |f:2.3.4,5.6.7|. Procedure details: 500 ml of glacial acetic acid, 50.8 g of 4-acetoxy-4'-acetylbiphenyl, 0.8 g of cobalt(II) acetate and 12.0 g of manganese(II) acetate were refluxed in a 1 l double-walled flanged reactor equipped with an intensive stirrer and baffles, and the mixture was gassed with air via a valve in the base. After 4 hours, the mixture was cooled and the product was filtered off under suction, washed with water and dried. 26.1 g (51% yield) of 4-acetoxybiphenyl-4'-carboxylic acid having a purity of >98% (HPLC)... Reported procedure: 4-Amino-2-bromothiazole hydrobromide (15.6 g) and acryloylchloride (7 g) were suspended in methylene chloride (100 ml) with stirring and treated with pyridine (16 ml), maintaining reaction temperature at 0° C. with an ice bath. After addition was complete, the reaction mixture was stirred at room temperature for 3 hours, then poured onto 20% aqueous sodium acetate and stirred for 30 minutes. The mixture was filtered and separated and the organic layer washed with 2N hydrochloric acid, water, sod... The reactants are Br.NC=1N=C(SC1)Br (4-Amino-2-bromothiazole hydrobromide), C(C)(=O)[O-].[Na+] (sodium acetate), C(C=C)(=O)Cl (acryloylchloride), N1=CC=CC=C1 (pyridine). Yields the product C(C=C)(=O)NC=1N=C(SC1)Br (4-Acrylamido-2-bromothiazole). Solvent: C(Cl)Cl (methylene chloride). The yield is 5.0%. RXN SMILES: Br.[NH2:2][C:3]1[N:4]=[C:5]([Br:8])[S:6][CH:7]=1.[C:9](Cl)(=[O:12])[CH:10]=[CH2:11].N1C=CC=CC=1.C([O-])(=O)C.[Na+]>C(Cl)Cl>[C:9]([NH:2][C:3]1[N:4]=[C:5]([Br:8])[S:6][CH:7]=1)(=[O:12])[CH:10]=[CH2:11] |f:0.1,4.5|. The reactants are [Li+].[OH-] (LiOH), CO (MeOH), COC(=O)[C@H]1N(C[C@]2(CN(C(O2)=O)C2=CC(=CC=C2)Cl)C1)C([C@H](C(C)(C)C)NC(=O)OC1CCCC1)=O ((5S,8S)-methyl-3-(3-chlorophenyl)-7-((S)-2-(cyclopentyloxycarbonylamino)-3,3-dimethylbutanoyl)-2-oxo-1-oxa-3,7-diazaspiro[4.4]nonane-8-carboxylate). Solvent: C1CCOC1 (THF). Reaction conditions: time 8 hour. Yields the product ClC=1C=C(C=CC1)N1C(O[C@]2(C1)CN([C@@H](C2)C(=O)O)C([C@H](C(C)(C)C)NC(=O)OC2CCCC2)=O)=O ((5S,8S)-3-(3-chlorophenyl)-7-((S)-2-(cyclopentyloxycarbonylamino)-3,3-dimethylbutanoyl)-2-oxo-1-oxa-3,7-diazaspiro[4.4]nonane-8-carboxylic acid). Yield: 46.3%. As a reaction SMILES: C[O:2][C:3]([C@@H:5]1[CH2:21][C@:8]2([O:12][C:11](=[O:13])[N:10]([C:14]3[CH:19]=[CH:18][CH:17]=[C:16]([Cl:20])[CH:15]=3)[CH2:9]2)[CH2:7][N:6]1[C:22](=[O:37])[C@@H:23]([NH:28][C:29]([O:31][CH:32]1[CH2:36][CH2:35][CH2:34][CH2:33]1)=[O:30])[C:24]([CH3:27])([CH3:26])[CH3:25])=[O:4].[Li+].[OH-].CO>C1COCC1>[Cl:20][C:16]1[CH:15]=[C:14]([N:10]2[CH2:9][C@@:8]3([CH2:21][C@@H:5]([C:3]([OH:4])=[O:2])[N:6]([C:22](=[O:37])[C@@H:23]([NH:28][C:29]([O:31][CH:32]4[CH2:36][CH2:35][CH2:34][CH2:33]4)=[O:30])[C:24]([CH3:27])([CH3:26])[CH3:25])[CH2:7]3)[O:12][C:11]2=[O:13])[CH:19]=[CH:18][CH:17]=1 |f:1.2|. Procedure details: (5S,8S)-methyl-3-(3-chlorophenyl)-7-((S)-2-(cyclopentyloxycarbonylamino)-3,3-dimethylbutanoyl)-2-oxo-1-oxa-3,7-diazaspiro[4.4]nonane-8-carboxylate (C3) (22 mg, 41 μmol, 1 eq.) was diluted with dry THF (0.5 mL) then 1 M LiOH (82 μL, 82 μmol, 2 eq.) and MeOH (20 μL) was added. The reaction was stirred overnight at room temp. and concentrated to give 10 mg (19 μmol) of (5S,8S)-3-(3-chlorophenyl)-7-((S)-2-(cyclopentyloxycarbonylamino)-3,3-dimethylbutanoyl)-2-oxo-1-oxa-3,7-diazaspiro[4.4]nonane-8-car... Starting materials: O=Cc1ccc(Br)cc1, CCCC[Sn](Cl)(Cl)CCCC. The product is CCCC[Sn]CCCC. RXN SMILES: [Br:12][c:13]1[cH:14][cH:15][c:16]([CH:17]=[O:18])[cH:19][cH:20]1.[CH2:1]([CH2:2][CH2:3][CH3:4])[Sn:5]([CH2:6][CH2:7][CH2:8][CH3:9])([Cl:10])[Cl:11]>>[CH2:1]([CH2:2][CH2:3][CH3:4])[Sn:5][CH2:6][CH2:7][CH2:8][CH3:9].